From a dataset of the Open Reaction Database (ORD), a public repository of structured organic reaction records. describe an organic reaction: reactants, conditions, products, and yield Starting materials: 2D, C(C1=CC=CC=C1)OC(=O)N[C@H](CC(=O)OCC)C=1C=C(C=CC1)NC(=O)OCCC1=C(C=C(C=C1)B(O)O)C ((R)-4-(2-(3-(1-(benzyloxycarbonylamino)-3-ethoxy-3-oxopropyl)phenylcarbamoyloxy)ethyl)-3-methylphenylboronic acid), NC=1C=C2C=CN=C(C2=CC1)N(C(=O)OC(C)(C)C)C(=O)OC(C)(C)C (6-Amino-1-(di-tert-butoxycarbonylamino)isoquinoline), O.C(C=O)(=O)O (glyoxylic acid monohydrate). The product is C(C1=CC=CC=C1)OC(=O)N[C@H](CC(=O)OCC)C=1C=C(C=CC1)NC(=O)OCCC1=C(C=C(C=C1)C(C(=O)O)NC=1C=C2C=CN=C(C2=CC1)N(C(=O)OC(C)(C)C)C(=O)OC(C)(C)C)C (2-(4-(2-(3((R)-1-(benzyloxycarbonylamino)-3-ethoxy-3-oxopropyl)phenylcarbamoyloxy)ethyl)-3-methylphenyl)-2-(1-(bis(tert-butoxycarbonyl)amino)isoquinolin-6-ylamino)acetic acid). Yield: 44.0%. Reaction SMILES: [CH2:1]([O:8][C:9]([NH:11][C@@H:12]([C:19]1[CH:20]=[C:21]([NH:25][C:26]([O:28][CH2:29][CH2:30][C:31]2[CH:36]=[CH:35][C:34](B(O)O)=[CH:33][C:32]=2[CH3:40])=[O:27])[CH:22]=[CH:23][CH:24]=1)[CH2:13][C:14]([O:16][CH2:17][CH3:18])=[O:15])=[O:10])[C:2]1[CH:7]=[CH:6][CH:5]=[CH:4][CH:3]=1.[NH2:41][C:42]1[CH:43]=[C:44]2[C:49](=[CH:50][CH:51]=1)[C:48]([N:52]([C:60]([O:62][C:63]([CH3:66])([CH3:65])[CH3:64])=[O:61])[C:53]([O:55][C:56]([CH3:59])([CH3:58])[CH3:57])=[O:54])=[N:47][CH:46]=[CH:45]2.O.[C:68]([OH:72])(=[O:71])[CH:69]=O>>[CH2:1]([O:8][C:9]([NH:11][C@@H:12]([C:19]1[CH:20]=[C:21]([NH:25][C:26]([O:28][CH2:29][CH2:30][C:31]2[CH:36]=[CH:35][C:34]([CH:69]([NH:41][C:42]3[CH:43]=[C:44]4[C:49](=[CH:50][CH:51]=3)[C:48]([N:52]([C:53]([O:55][C:56]([CH3:57])([CH3:58])[CH3:59])=[O:54])[C:60]([O:62][C:63]([CH3:66])([CH3:65])[CH3:64])=[O:61])=[N:47][CH:46]=[CH:45]4)[C:68]([OH:72])=[O:71])=[CH:33][C:32]=2[CH3:40])=[O:27])[CH:22]=[CH:23][CH:24]=1)[CH2:13][C:14]([O:16][CH2:17][CH3:18])=[O:15])=[O:10])[C:2]1[CH:7]=[CH:6][CH:5]=[CH:4][CH:3]=1 |f:2.3|. Procedure: Using a procedure analogous to that used to prepare 2D, 39E (440 mg, 0.8 mmol) was reacted with Intermediate 1 and glyoxylic acid monohydrate to afford 39F (538 mg, 44%) as a brown oil. MS (ESI) m/z 920.6 (M+H)+. The reactants are CC=1C=C(C=C(C1)NC1=NC=CC(=N1)C)C1=CN=C(S1)C=C1CCC(CC1)C(=O)OCC (Ethyl 4-[(5-{3-methyl-5-[(4-methylpyrimidin-2-yl)amino]phenyl}-1,3-thiazol-2-yl)methylidene]cyclohexanecarboxylate). The reagents and catalysts are [Pd] (palladium on carbon). Solvent: C(C)O (ethanol). Run at time 8 hour. Yields the product CC=1C=C(C=C(C1)NC1=NC=CC(=N1)C)C1=CN=C(S1)CC1CCC(CC1)C(=O)OCC (ethyl 4-[(5-{3-methyl-5-[(4-methylpyrimidin-2-yl)amino]phenyl}-1,3-thiazol-2-yl)methyl]cyclohexanecarboxylate). Reaction SMILES: [CH3:1][C:2]1[CH:3]=[C:4]([C:16]2[S:20][C:19]([CH:21]=[C:22]3[CH2:27][CH2:26][CH:25]([C:28]([O:30][CH2:31][CH3:32])=[O:29])[CH2:24][CH2:23]3)=[N:18][CH:17]=2)[CH:5]=[C:6]([NH:8][C:9]2[N:14]=[C:13]([CH3:15])[CH:12]=[CH:11][N:10]=2)[CH:7]=1>C(O)C.[Pd]>[CH3:1][C:2]1[CH:3]=[C:4]([C:16]2[S:20][C:19]([CH2:21][CH:22]3[CH2:27][CH2:26][CH:25]([C:28]([O:30][CH2:31][CH3:32])=[O:29])[CH2:24][CH2:23]3)=[N:18][CH:17]=2)[CH:5]=[C:6]([NH:8][C:9]2[N:14]=[C:13]([CH3:15])[CH:12]=[CH:11][N:10]=2)[CH:7]=1. Procedure details: Ethyl 4-[(5-{3-methyl-5-[(4-methylpyrimidin-2-yl)amino]phenyl}-1,3-thiazol-2-yl)methylidene]cyclohexanecarboxylate (175 mg, 0.390 mmol) was taken up in ethanol (5 mL), and palladium on carbon (10% loading, 104 mg, 0.098 mmol) was added. The reaction was purged with hydrogen gas (3×) and stirred under a hydrogen atmosphere (via balloon) overnight at room temperature. The mixture was then filtered through CELITE, concentrated under reduced pressure, and the residue purified by flash chromatography... The reactants are [Na] (sodium), [BH4-].[Na+] (sodium borohydride), ClC1=CC=C(C=N1)C(C#N)(C)C (2-(6-chloro-pyrid-3-yl)-2-methylpropionitrile), [H-].C(C(C)C)[Al+]CC(C)C (diisobutylaluminum hydride), S(O)(O)(=O)=O (sulfuric acid). Solvent: CO (methanol), C(C)(=O)O (acetic acid), C1(=CC=CC=C1)C (toluene), CO (methanol), O (water). Reaction conditions: time 2 hour. The product is ClC1=CC=C(C=N1)C(CO)(C)C (2-(6-Chloro-pyrid-3-yl)-2-methyl-propanol). RXN SMILES: [Cl:1][C:2]1[N:7]=[CH:6][C:5]([C:8]([CH3:12])([CH3:11])[C:9]#N)=[CH:4][CH:3]=1.[H-].C([Al+]CC(C)C)C(C)C.S(=O)(=O)(O)[OH:24].[Na].[BH4-].[Na+]>CO.C(O)(=O)C.O.C1(C)C=CC=CC=1>[Cl:1][C:2]1[N:7]=[CH:6][C:5]([C:8]([CH3:12])([CH3:11])[CH2:9][OH:24])=[CH:4][CH:3]=1 |f:1.2,5.6,^1:27|. Reported procedure: 3.6 g (20 mmol) of 2-(6-chloro-pyrid-3-yl)-2-methylpropionitrile are introduced into 50 ml of toluene, and 25 ml of a diisobutylaluminum hydride solution (1M in toluene) is added dropwise without cooling, by means of which the internal temperature rises to 45° C. The mixture is stirred for 2 hours at room temperature. 10 ml of methanol, 50 ml of water and 90 ml of 2N sulfuric acid are then cautiously added successively, and the mixture is stirred for 2 hours at room temperature and finally for 2... Reaction SMILES: [C:15]([CH3:16])([CH3:17])([CH3:18])[Si:19]([Cl:20])([CH3:21])[CH3:22].[CH3:1][C:2]([CH2:3][CH2:4][OH:5])([CH2:6][CH2:7][OH:8])[CH3:9].[Cl:24][CH2:25][Cl:26].[OH2:23].[nH:10]1[cH:11][cH:12][n:13][cH:14]1>>[CH3:1][C:2]([CH2:3][CH2:4][O:5][Si:19]([C:15]([CH3:16])([CH3:17])[CH3:18])([CH3:21])[CH3:22])([CH2:6][CH2:7][OH:8])[CH3:9]. The product is CC(C)(CCO)CCO[Si](C)(C)C(C)(C)C. Reactants: CC(C)(C)[Si](C)(C)Cl, CC(C)(CCO)CCO, ClCCl, O, c1c[nH]cn1. Starting materials: resin, N([C@H](CO)C(=O)O)C(=O)OCC1C2=CC=CC=C2C2=CC=CC=C12 (N-Fmoc-D-Ala(OH)), N1=CC=C(C=C1)C=O (4-pyridinecarboxaldehyde), FC(S(=O)(=O)C1=CC=C(N)C=C1)(F)F (4-(trifluoromethanesulfonyl)aniline). The product is FC(C(=O)O)(F)F.C[C@@H]1C(N(C(N1CC1=CC=NC=C1)=O)C1=CC=C(C=C1)S(=O)(=O)C(F)(F)F)=O ((R)-5-methyl-1-pyrid-4-ylmethyl-3-(4-trifluoromethanesulfonylphenyl)imidazolidine-2,4-dione trifluoroacetate). RXN SMILES: [NH:1]([C:8](OCC1C2C(=CC=CC=2)C2C1=CC=CC=2)=[O:9])[C@@H:2]([C:5]([OH:7])=[O:6])[CH2:3][OH:4].[N:25]1[CH:30]=[CH:29][C:28]([CH:31]=O)=[CH:27][CH:26]=1.[F:33][C:34]([F:46])([F:45])[S:35]([C:38]1[CH:44]=[CH:43][C:41]([NH2:42])=[CH:40][CH:39]=1)(=[O:37])=[O:36]>>[F:33][C:34]([F:46])([F:45])[C:5]([OH:7])=[O:6].[CH3:5][C@H:2]1[N:1]([CH2:31][C:28]2[CH:27]=[CH:26][N:25]=[CH:30][CH:29]=2)[C:8](=[O:9])[N:42]([C:41]2[CH:43]=[CH:44][C:38]([S:35]([C:34]([F:45])([F:33])[F:46])(=[O:36])=[O:37])=[CH:39][CH:40]=2)[C:3]1=[O:4] |f:3.4|. Procedure details: The compound is prepared from 0.28 mmol of resin, 0.84 mmol of N-Fmoc-D-Ala(OH), 1.4 mmol of 4-pyridinecarboxaldehyde and 0.70 mmol of 4-(trifluoromethanesulfonyl)aniline, in the same way as in Example 1. After purification by preparative LC-MS, 105 mg of expected product are obtained.